Dataset: the Open Reaction Database (ORD), a public repository of structured organic reaction records. Task: describe an organic reaction: reactants, conditions, products, and yield Starting materials: O=C1COC2=C(N1)C=CC=C2 (3,4-Dihydro-3-oxo-1,4(2H)-benzoxazine), B#B (diborane), [OH-].[Na+] (sodium hydroxide). The solvent is O1CCCC1 (tetrahydrofuran). Yields the product O1CCNC2=C1C=CC=C2 (3,4-Dihydro-1,4(2H)-benzoxazine). As a reaction SMILES: O=[C:2]1[NH:7][C:6]2[CH:8]=[CH:9][CH:10]=[CH:11][C:5]=2[O:4][CH2:3]1.B#B.[OH-].[Na+]>O1CCCC1>[O:4]1[C:5]2[CH:11]=[CH:10][CH:9]=[CH:8][C:6]=2[NH:7][CH2:2][CH2:3]1 |f:2.3|. Procedure: 3,4-Dihydro-3-oxo-1,4(2H)-benzoxazine was refluxed for several hours in one equivalent of diborane in tetrahydrofuran. Excess sodium hydroxide solution was added, the product was extracted with ether and the solvent was evaporated to give the title compound as an oil. Starting materials: O (Water), OC(CS(=O)(=O)C=1C=C(C=C(C1OCCC)OCCBr)[C@@H]1O[C@H](CC1)C1=CC(=C(C(=C1)OC)OC)OC)C (trans-2-[3-(2-Hydroxy-n-propylsulfonyl)-4-n-propoxy-5-(2-bromoethoxy)phenyl]-5-(3,4,5-trimethoxyphenyl)tetrahydrofuran), SC=1NC=CN1 (2-mercaptoimidazole), [H-].[Na+] (NaH). Run in C(C)OCC (ethyl ether), CN(C)C=O (DMF), CN(C)C=O (DMF). Conditions: time 30 minute. Yields the product OC(CS(=O)(=O)C=1C=C(C=C(C1OCCC)OCCSC=1NC=CN1)[C@@H]1O[C@H](CC1)C1=CC(=C(C(=C1)OC)OC)OC)C (trans-2-[3-(2-Hydroxy-n-propylsulfonyl)-4-n-propoxy-5-{2-(2-imidazolylthio)ethoxy}phenyl]-5-(3,4,5-trimethoxyphenyl)tetrahydrofuran). As a reaction SMILES: [OH:1][CH:2]([CH3:38])[CH2:3][S:4]([C:7]1[CH:8]=[C:9]([C@H:21]2[CH2:25][CH2:24][C@H:23]([C:26]3[CH:31]=[C:30]([O:32][CH3:33])[C:29]([O:34][CH3:35])=[C:28]([O:36][CH3:37])[CH:27]=3)[O:22]2)[CH:10]=[C:11]([O:17][CH2:18][CH2:19]Br)[C:12]=1[O:13][CH2:14][CH2:15][CH3:16])(=[O:6])=[O:5].[SH:39][C:40]1[NH:41][CH:42]=[CH:43][N:44]=1.[H-].[Na+].O>CN(C=O)C.C(OCC)C>[OH:1][CH:2]([CH3:38])[CH2:3][S:4]([C:7]1[CH:8]=[C:9]([C@H:21]2[CH2:25][CH2:24][C@H:23]([C:26]3[CH:31]=[C:30]([O:32][CH3:33])[C:29]([O:34][CH3:35])=[C:28]([O:36][CH3:37])[CH:27]=3)[O:22]2)[CH:10]=[C:11]([O:17][CH2:18][CH2:19][S:39][C:40]2[NH:41][CH:42]=[CH:43][N:44]=2)[C:12]=1[O:13][CH2:14][CH2:15][CH3:16])(=[O:6])=[O:5] |f:2.3|. Procedure details: A solution of trans-2-[3-(2-hydroxy-n-propylsulfonyl)-4-n-propoxy-5-(2-bromoethoxy)phenyl]-5-(3,4,5-trimethoxyphenyl)tetrahydrofuran (47 mg, 0.07 mmol)(Example 19A) in DMF (250 mL) was added to a mixture of 2-mercaptoimidazole (25 mg, 0.25 mmol) and NaH (56%; 10 mg, 0.25 mmol) in DMF (0.5 mL) under nitrogen, and the mixture was stirred at room temperature for 30 min. Water (5 mL) and ethyl ether (5 mL) were added, and the mixture was stirred for another 5 min. The ethereal layer was separated, d... Starting materials: CC(C)(C)c1ccc(Cn2ccc3cc(Br)ccc32)cc1, O=C([O-])[O-], ClCCl, OB(O)c1ccc(OC(F)(F)F)cc1, [K+], [K+], C1COCCO1, O. Yields the product CC(C)(C)c1ccc(Cn2ccc3cc(-c4ccc(OC(F)(F)F)cc4)ccc32)cc1. Reaction SMILES: [C:1]([CH3:2])([CH3:3])([CH3:4])[c:5]1[cH:6][cH:7][c:8]([CH2:9][n:10]2[cH:11][cH:12][c:13]3[cH:14][c:15]([Br:19])[cH:16][cH:17][c:18]23)[cH:20][cH:21]1.[C:39](=[O:40])([O-:41])[O-:42].[Cl:36][CH2:37][Cl:38].[F:22][C:23]([O:24][c:25]1[cH:26][cH:27][c:28]([B:31]([OH:32])[OH:33])[cH:29][cH:30]1)([F:34])[F:35].[K+:43].[K+:44].[O:45]1[CH2:46][CH2:47][O:48][CH2:49][CH2:50]1.[OH2:51]>>[C:1]([CH3:2])([CH3:3])([CH3:4])[c:5]1[cH:6][cH:7][c:8]([CH2:9][n:10]2[cH:11][cH:12][c:13]3[cH:14][c:15](-[c:28]4[cH:27][cH:26][c:25]([O:24][C:23]([F:22])([F:34])[F:35])[cH:30][cH:29]4)[cH:16][cH:17][c:18]23)[cH:20][cH:21]1. The reactants are ClC(Cl)Cl, O=C1CCC(=O)N1Cl, CCOC(=O)Cc1ccc(N)cc1. The product is CCOC(=O)Cc1ccc(N)c(Cl)c1. Reaction SMILES: [CH:22]([Cl:23])([Cl:24])[Cl:25].[Cl:1][N:2]1[C:3](=[O:4])[CH2:5][CH2:6][C:7]1=[O:8].[NH2:9][c:10]1[cH:11][cH:12][c:13]([CH2:16][C:17](=[O:18])[O:19][CH2:20][CH3:21])[cH:14][cH:15]1>>[Cl:1][c:15]1[c:10]([NH2:9])[cH:11][cH:12][c:13]([CH2:16][C:17](=[O:18])[O:19][CH2:20][CH3:21])[cH:14]1.